Dataset: the Open Reaction Database (ORD), a public repository of structured organic reaction records. Task: describe an organic reaction: reactants, conditions, products, and yield Reactants: BrCc1ccc(-c2ccccc2-c2nnnn2C(c2ccccc2)(c2ccccc2)c2ccccc2)cc1, CCCCC1=NC2(CCCC2)C(=O)N1Cc1ccc(-c2ccccc2-c2nnnn2C(c2ccccc2)(c2ccccc2)c2ccccc2)cc1, CCCCC1=NC2(CCCC2)C(=O)N1, Cc1ccccc1, Cl, Cl, O. The product is CCCCC1=NC2(CCCC2)C(=O)N1Cc1ccc(-c2ccccc2-c2nnn[nH]2)cc1, Cl. As a reaction SMILES: [Br:53][CH2:54][c:55]1[cH:56][cH:57][c:58](-[c:59]2[cH:60][cH:61][cH:62][cH:63][c:64]2-[c:65]2[n:66]([C:67]([c:68]3[cH:69][cH:70][cH:71][cH:72][cH:73]3)([c:74]3[cH:75][cH:76][cH:77][cH:78][cH:79]3)[c:80]3[cH:81][cH:82][cH:83][cH:84][cH:85]3)[n:86][n:87][n:88]2)[cH:89][cH:90]1.[CH2:2]([CH2:3][CH2:4][CH3:5])[C:6]1=[N:7][C:8]2([C:9](=[O:48])[N:10]1[CH2:11][c:12]1[cH:13][cH:14][c:15](-[c:18]3[c:19](-[c:24]4[n:25][n:26][n:27][n:28]4[C:29]([c:30]4[cH:31][cH:32][cH:33][cH:34][cH:35]4)([c:36]4[cH:37][cH:38][cH:39][cH:40][cH:41]4)[c:42]4[cH:43][cH:44][cH:45][cH:46][cH:47]4)[cH:20][cH:21][cH:22][cH:23]3)[cH:16][cH:17]1)[CH2:49][CH2:50][CH2:51][CH2:52]2.[CH2:91]([C:92]1=[N:101][C:96]2([C:94](=[O:95])[NH:93]1)[CH2:97][CH2:98][CH2:99][CH2:100]2)[CH2:102][CH2:103][CH3:104].[CH3:107][c:108]1[cH:109][cH:110][cH:111][cH:112][cH:113]1.[ClH:105].[ClH:1].[OH2:106]>>[CH2:2]([CH2:3][CH2:4][CH3:5])[C:6]1=[N:7][C:8]2([C:9](=[O:48])[N:10]1[CH2:11][c:12]1[cH:13][cH:14][c:15](-[c:18]3[c:19](-[c:24]4[nH:25][n:26][n:27][n:28]4)[cH:20][cH:21][cH:22][cH:23]3)[cH:16][cH:17]1)[CH2:49][CH2:50][CH2:51][CH2:52]2.[ClH:1]. The reactants are ClCC1CN(CCO1)CC1=CC=CC=C1 (2-chloromethyl-4-benzylmorpholine), N1CCCCC1 (piperidine). Yields the product Cl.Cl.N1(CCCCC1)CC1CNCCO1 (2-(piperidinomethyl)morpholine dihydrochloride). Reaction SMILES: [Cl:1][CH2:2][CH:3]1[O:8][CH2:7][CH2:6][N:5](CC2C=CC=CC=2)[CH2:4]1.[NH:16]1[CH2:21][CH2:20][CH2:19][CH2:18][CH2:17]1>>[ClH:1].[ClH:1].[N:16]1([CH2:2][CH:3]2[O:8][CH2:7][CH2:6][NH:5][CH2:4]2)[CH2:21][CH2:20][CH2:19][CH2:18][CH2:17]1 |f:2.3.4|. Procedure details: By the use of 2-chloromethyl-4-benzylmorpholine and piperidine, the reaction is similarly carried out as Reference example 2 to give 2-(piperidinomethyl)morpholine dihydrochloride as white crystals, melting at 172°-174° C. with decomposition. Reactants: OC=1C=CC=C2CCC(C12)=O (7-hydroxyindan-1-one), C(C)[SiH](CC)CC (triethylsilane), O (water). The solvent is FC(C(=O)O)(F)F (trifluoroacetic acid). Product: OC1=C2CCCC2=CC=C1 (4-hydroxyindane). Yield: 91.3%. Reaction SMILES: [OH:1][C:2]1[CH:3]=[CH:4][CH:5]=[C:6]2[C:10]=1[C:9](=O)[CH2:8][CH2:7]2.C([SiH](CC)CC)C.O>FC(F)(F)C(O)=O>[OH:1][C:2]1[CH:3]=[CH:4][CH:5]=[C:6]2[C:10]=1[CH2:9][CH2:8][CH2:7]2. Procedure: To a solution of 7-hydroxyindan-1-one (6.0 g, 40 mmole) in trifluoroacetic acid (30 ml), triethylsilane (10.23 g, 87.9 mmole) was added. The mixture was refluxed for 5 hours, poured into water (200 ml) and extracted with diethyl ether (2×200 ml). The extract was washed with water. The ethereal solution was extracted with 4NNaOH (3×50 ml). The alkaline extract was washed with diethyl ether then acidified to pH1 with hydrochloric acid. The aqueous mixture was extracted with diethyl ether and the e... Reactants: CN(C)C=O, BrCC1CC1, CCN(C(C)C)C(C)C, COc1cc2ncnc(Nc3cccc(Cl)c3F)c2cc1CN(C)C1(C(N)=O)CCNCC1, Cl. Yields the product COc1cc2ncnc(Nc3cccc(Cl)c3F)c2cc1CN(C)C1(C(N)=O)CCN(CC2CC2)CC1. As a reaction SMILES: [CH3:49][N:50]([CH3:51])[CH:52]=[O:53].[CH:10]1([CH2:13][Br:14])[CH2:11][CH2:12]1.[CH:1]([N:2]([CH2:3][CH3:4])[CH:5]([CH3:6])[CH3:7])([CH3:8])[CH3:9].[Cl:16][c:17]1[c:18]([F:48])[c:19]([NH:23][c:24]2[n:25][cH:26][n:27][c:28]3[cH:29][c:30]([O:46][CH3:47])[c:31]([CH2:34][N:35]([C:36]4([C:42](=[O:43])[NH2:44])[CH2:37][CH2:38][NH:39][CH2:40][CH2:41]4)[CH3:45])[cH:32][c:33]23)[cH:20][cH:21][cH:22]1.[ClH:15]>>[CH:10]1([CH2:13][N:39]2[CH2:38][CH2:37][C:36]([N:35]([CH2:34][c:31]3[c:30]([O:46][CH3:47])[cH:29][c:28]4[n:27][cH:26][n:25][c:24]([NH:23][c:19]5[c:18]([F:48])[c:17]([Cl:16])[cH:22][cH:21][cH:20]5)[c:33]4[cH:32]3)[CH3:45])([C:42](=[O:43])[NH2:44])[CH2:41][CH2:40]2)[CH2:11][CH2:12]1. Starting materials: O=C([O-])[O-], CC#N, O=C(O)C(F)(F)F, [K+], [K+], Nc1ncccc1C(=O)NCC1CCNCC1, O=C(O)C=CC(=O)O, Cc1ccc(S(=O)(=O)OCC2COc3ccccc3O2)cc1. The product is Nc1ncccc1C(=O)NCC1CCN(CC2COc3ccccc3O2)CC1. Reaction SMILES: [C:47](=[O:48])([O-:49])[O-:50].[CH3:61][C:62]#[N:63].[F:23][C:24]([F:25])([F:26])[C:27]([OH:28])=[O:29].[K+:51].[K+:52].[NH2:30][c:31]1[n:32][cH:33][cH:34][cH:35][c:36]1[C:37](=[O:38])[NH:39][CH2:40][CH:41]1[CH2:42][CH2:43][NH:44][CH2:45][CH2:46]1.[OH:53][C:54]([CH:55]=[CH:56][C:57](=[O:58])[OH:59])=[O:60].[c:1]1([CH3:2])[cH:3][cH:4][c:5]([S:6]([O:7][CH2:11][CH:12]2[CH2:13][O:14][c:15]3[c:16]([cH:18][cH:19][cH:20][cH:21]3)[O:17]2)(=[O:8])=[O:9])[cH:10][cH:22]1>>[CH2:11]([CH:12]1[CH2:13][O:14][c:15]2[c:16]([cH:18][cH:19][cH:20][cH:21]2)[O:17]1)[N:44]1[CH2:43][CH2:42][CH:41]([CH2:40][NH:39][C:37]([c:36]2[c:31]([NH2:30])[n:32][cH:33][cH:34][cH:35]2)=[O:38])[CH2:46][CH2:45]1.